Dataset: the Open Reaction Database (ORD), a public repository of structured organic reaction records. Task: describe an organic reaction: reactants, conditions, products, and yield Starting materials: CC=1NC2=CC=C(C=C2C1)OC (2-methyl-5-methoxy indole), BrCC1=C(C(=O)OC)C=CC=C1 (methyl 2-(bromomethyl)benzoate). The reagents and catalysts are [Ag-]=O (silver (I) oxide). Run in CCOC(=O)C (EtOAc), O1CCOCC1 (dioxane). Run at temperature 50 celsius. Product: COC=1C=C2C(=C(NC2=CC1)C)CC1=C(C(=O)OC)C=CC=C1 (Methyl 2-[(5-methoxy-2-methyl-1H-indol-3-yl)methyl]benzoate). Isolated yield 21.2%. As a reaction SMILES: [CH3:1][C:2]1[NH:3][C:4]2[C:9]([CH:10]=1)=[CH:8][C:7]([O:11][CH3:12])=[CH:6][CH:5]=2.Br[CH2:14][C:15]1[CH:24]=[CH:23][CH:22]=[CH:21][C:16]=1[C:17]([O:19][CH3:20])=[O:18]>O1CCOCC1.CCOC(C)=O.[Ag-]=O>[CH3:12][O:11][C:7]1[CH:8]=[C:9]2[C:4](=[CH:5][CH:6]=1)[NH:3][C:2]([CH3:1])=[C:10]2[CH2:14][C:15]1[CH:24]=[CH:23][CH:22]=[CH:21][C:16]=1[C:17]([O:19][CH3:20])=[O:18]. Reported procedure: A mixture of 2-methyl-5-methoxy indole (1.01 g, 6.2 mmol), methyl 2-(bromomethyl)benzoate (1.60 g, 6.9 mmol) and silver (I) oxide (1.59 g, 6.9 mmol) in dioxane (8 mL) was heated to 50° C. for 20 h. The mixture was cooled, diluted with EtOAc and filtered thorugh celite. The filtrate was concentrated and the resulting residue was chromatographed to give 406 mg of the title compound. Conditions: temperature -78 celsius, time 5 hour. The yield is 89.0%. Procedure details: The title compound was prepared in a similar manner as described by J. A. Hodges et al., J. Amer. Chem. Soc. 2005, 127, 15923-15932: To a solution of (2S,3R)-3-hydroxy-pyrrolidine-1,2-dicarboxylic acid 2-benzyl ester 1-tert-butyl ester (490 mg, 1.53 mmol) in CH2Cl2 (30 mL), cooled to −78° C., was added dropwise DAST (1.01 mL, 7.62 mmol). The reaction mixture was stirred at −78° C. for 5 h, and then was allowed to warm to RT and stirred overnight. After cooling to 0° C., the reaction was quenched... Product: C(C)(C)(C)OC(=O)N1[C@@H]([C@H](CC1)F)C(=O)OCC1=CC=CC=C1 ((2R,3S)-3-Fluoro-pyrrolidine-1,2-dicarboxylic acid 2-benzyl ester 1-tert-butyl ester). Solvent: C(Cl)Cl (CH2Cl2). Reaction SMILES: [C:1]([O:5][C:6]([N:8]1[CH2:12][CH2:11][C@@H:10](O)[C@H:9]1[C:14]([O:16][CH2:17][C:18]1[CH:23]=[CH:22][CH:21]=[CH:20][CH:19]=1)=[O:15])=[O:7])([CH3:4])([CH3:3])[CH3:2].CCN(S(F)(F)[F:30])CC>C(Cl)Cl>[C:1]([O:5][C:6]([N:8]1[CH2:12][CH2:11][C@H:10]([F:30])[C@H:9]1[C:14]([O:16][CH2:17][C:18]1[CH:23]=[CH:22][CH:21]=[CH:20][CH:19]=1)=[O:15])=[O:7])([CH3:4])([CH3:3])[CH3:2]. Reactants: C(C)(C)(C)OC(=O)N1[C@@H]([C@@H](CC1)O)C(=O)OCC1=CC=CC=C1 ((2S,3R)-3-hydroxy-pyrrolidine-1,2-dicarboxylic acid 2-benzyl ester 1-tert-butyl ester), CCN(CC)S(F)(F)F (DAST). Starting materials: OCCOC1=CC=C(C=C1)O (4-(2-hydroxyethoxy)phenol), C(Cl)C1CO1 (epichlorohydrin), C([O-])([O-])=O.[K+].[K+] (potassium carbonate). The product is O1C(COC2=CC=C(C=C2)OCCO)C1 (1-(2,3-epoxypropoxy)-4-(2-hydroxyethoxy)benzene). RXN SMILES: [OH:1][CH2:2][CH2:3][O:4][C:5]1[CH:10]=[CH:9][C:8]([OH:11])=[CH:7][CH:6]=1.[CH2:12]([CH:14]1[O:16][CH2:15]1)Cl.C(=O)([O-])[O-].[K+].[K+]>>[O:16]1[CH2:15][CH:14]1[CH2:12][O:11][C:8]1[CH:7]=[CH:6][C:5]([O:4][CH2:3][CH2:2][OH:1])=[CH:10][CH:9]=1 |f:2.3.4|. Reported procedure: With stirring, 13 g of crude 4-(2-hydroxyethoxy)phenol, 35 m of epichlorohydrin and 23.5 g of potassium carbonate are heated for 11/2 hours to reflux temperature. The reaction mixture is filtered and the filtrate is concentrated by evaporation under reduced pressure. The residual oil gradually congeals to a crystalline solid, which is recrystallised from isopropanol, affording 1-(2,3-epoxypropoxy)-4-(2-hydroxyethoxy)benzene with a melting point of 65°-67° C. Working up of the mother liquor yield... The reactants are C(#C)C1=CC=C(C=C1)CC(C)=O (4-ethynylphenylacetone), N(=O)OCCC(C)C (isopentyl nitrite), Na. Run in CO (methanol). Reaction conditions: time 1.5 hour. Product: N(O)=C(C(C)=O)C1=CC=C(C=C1)C#C (1-hydroximino-1-(4′-ethynylphenyl)propan-2-one). Yield: 92.5%. As a reaction SMILES: [C:1]([C:3]1[CH:8]=[CH:7][C:6]([CH2:9][C:10](=[O:12])[CH3:11])=[CH:5][CH:4]=1)#[CH:2].[N:13](OCCC(C)C)=[O:14]>CO>[N:13](=[C:9]([C:6]1[CH:7]=[CH:8][C:3]([C:1]#[CH:2])=[CH:4][CH:5]=1)[C:10](=[O:12])[CH3:11])[OH:14]. Reported procedure: 8 g of Na (=0.35 mol) are dissolved at room temperature in 300 ml of methanol. 44 g (=0.28 mol) of 4-ethynylphenylacetone are added to this solution and 34.2 g (0.29 mol) of isopentyl nitrite are allowed to run in dropwise in the course of a few minutes, during which the reaction mixture warms to about 32° C. It is stirred for 1.5 hours, then evaporated. 48.5 g (=93.2% of theory) of 1-hydroximino-1-(4′-ethynylphenyl)propan-2-one are obtained; H-NMR: 2.47(s); 3.07(s); 7.20(m); 7.48(m); 8.01(s). The reactants are C([O-])([O-])=O.[Na+].[Na+] (sodium carbonate), CC1(C(C2=C(C=CC=C2C1=O)F)C=1C(=NC=NC1)SC)C (5-(2,2-dimethyl-7-fluoroindan-3-on-1-yl)-4-methylthiopyrimidine), C(C)[SiH](CC)CC (triethylsilane), B(F)(F)F.CCOCC (boron trifluoride etherate). The solvent is ClCCCl (1,2-dichloroethane). Conditions: time 16 hour. Product: CC1(C(C2=C(C=CC=C2C1)F)C=1C(=NC=NC1)SC)C (5-(2,2-Dimethyl-7-fluoroindan-1-yl)-4-methylthiopyrimidine). Isolated yield 31.5%. RXN SMILES: [CH3:1][C:2]1([CH3:21])[C:10](=O)[C:9]2[C:4](=[C:5]([F:12])[CH:6]=[CH:7][CH:8]=2)[CH:3]1[C:13]1[C:14]([S:19][CH3:20])=[N:15][CH:16]=[N:17][CH:18]=1.C([SiH](CC)CC)C.B(F)(F)F.CCOCC.C(=O)([O-])[O-].[Na+].[Na+]>ClCCCl>[CH3:1][C:2]1([CH3:21])[CH2:10][C:9]2[C:4](=[C:5]([F:12])[CH:6]=[CH:7][CH:8]=2)[CH:3]1[C:13]1[C:14]([S:19][CH3:20])=[N:15][CH:16]=[N:17][CH:18]=1 |f:2.3,4.5.6|. Procedure details: A solution of 500 mg of 5-(2,2-dimethyl-7-fluoroindan-3-on-1-yl)-4-methylthiopyrimidine, 5.0 g of triethylsilane and 3.0 g of boron trifluoride etherate in 20 mL of 1,2-dichloroethane was heated to reflux with stirring for 16 hr. The resulting solution was cooled and then poured into an aqueous solution of sodium carbonate. The mixture obtained was extracted with ether and the ethereal extract was dried over magnesium sulfate, filtered, and concentrated by evaporation under reduced pressure. The...